This data is from the Open Reaction Database (ORD), a public repository of structured organic reaction records. The task is: describe an organic reaction: reactants, conditions, products, and yield Reactants: COc1cccc(C=O)c1OCCC(C)C, Cc1nc2sccn2c(=O)c1-c1ccc(OC(F)(F)F)cc1, CC[O-], CCO, [Na+]. As a reaction SMILES: [CH2:23]([CH2:24][CH:25]([CH3:26])[CH3:27])[O:28][c:29]1[c:30]([CH:31]=[O:32])[cH:33][cH:34][cH:35][c:36]1[O:37][CH3:38].[CH3:1][c:2]1[n:3][c:4]2[n:5]([c:6](=[O:19])[c:7]1-[c:8]1[cH:9][cH:10][c:11]([O:14][C:15]([F:16])([F:17])[F:18])[cH:12][cH:13]1)[cH:20][cH:21][s:22]2.[CH3:40][CH2:41][O-:42].[CH3:43][CH2:44][OH:45].[Na+:39]>>[CH:1]([c:2]1[n:3][c:4]2[n:5]([c:6](=[O:19])[c:7]1-[c:8]1[cH:9][cH:10][c:11]([O:14][C:15]([F:16])([F:17])[F:18])[cH:12][cH:13]1)[cH:20][cH:21][s:22]2)=[CH:31][c:30]1[c:29]([O:28][CH2:23][CH2:24][CH:25]([CH3:26])[CH3:27])[c:36]([O:37][CH3:38])[cH:35][cH:34][cH:33]1. Product: COc1cccc(C=Cc2nc3sccn3c(=O)c2-c2ccc(OC(F)(F)F)cc2)c1OCCC(C)C.